Dataset: the Open Reaction Database (ORD), a public repository of structured organic reaction records. Task: describe an organic reaction: reactants, conditions, products, and yield Starting materials: C1(CC1)COC1=NC=C(C(=C1)C(=O)O)OCOC (2-(cyclopropylmethoxy)-5-(methoxymethoxy)pyridine-4-carboxylic acid), C1(=CC=CC=C1)P(=O)(C1=CC=CC=C1)N=[N+]=[N-] (diphenylphosphorylazide), C(C)(C)N(C(C)C)CC (N,N-diisopropylethylamine), C(C)(C)(C)O (tert-butyl alcohol). Product: C1(CC1)COC1=NC=C(C(=C1)NC(OC(C)(C)C)=O)OCOC (tert-butyl [2-(cyclopropylmethoxy)-5-(methoxymethoxy)pyridin-4-yl]carbamate). RXN SMILES: [CH:1]1([CH2:4][O:5][C:6]2[CH:11]=[C:10](C(O)=O)[C:9]([O:15][CH2:16][O:17][CH3:18])=[CH:8][N:7]=2)[CH2:3][CH2:2]1.C1(P(N=[N+]=[N-])(C2C=CC=CC=2)=[O:26])C=CC=CC=1.C([N:39]([CH2:43]C)C(C)C)(C)C.[C:45]([OH:49])([CH3:48])([CH3:47])[CH3:46]>>[CH:1]1([CH2:4][O:5][C:6]2[CH:11]=[C:10]([NH:39][C:43](=[O:26])[O:49][C:45]([CH3:48])([CH3:47])[CH3:46])[C:9]([O:15][CH2:16][O:17][CH3:18])=[CH:8][N:7]=2)[CH2:2][CH2:3]1. Procedure details: To a solution of 2-(cyclopropylmethoxy)-5-(methoxymethoxy)pyridine-4-carboxylic acid (810 mg) in tert-butyl alcohol (16 mL) were added diphenylphosphorylazide (0.831 mL) and N,N-diisopropylethylamine (0.669 mL), and the mixture was refluxed for 11 hr. The solvent was evaporated under reduced pressure, brine was added thereto, and the mixture was extracted with ethyl acetate. The obtained organic layer was washed with saturated brine, and dried over anhydrous magnesium sulfate. The solvent was ev...